Dataset: the Open Reaction Database (ORD), a public repository of structured organic reaction records. Task: describe an organic reaction: reactants, conditions, products, and yield Starting materials: CC(=O)[O-], CCON, CCO, Cl, [Na+], O, O, O, CCCC(=O)C1=C(O)CC(c2c(C)nc(C)nc2C)CC1=O. The product is CCCC(=NOCC)C1=C(O)CC(c2c(C)nc(C)nc2C)CC1=O. As a reaction SMILES: [C:31]([O-:32])(=[O:33])[CH3:34].[CH2:24]([CH3:25])[O:26][NH2:27].[CH3:36][CH2:37][OH:38].[ClH:23].[Na+:35].[OH2:28].[OH2:29].[OH2:30].[OH:1][C:2]1=[C:3]([C:18]([CH2:19][CH2:20][CH3:21])=[O:22])[C:4](=[O:17])[CH2:5][CH:6]([c:8]2[c:9]([CH3:16])[n:10][c:11]([CH3:15])[n:12][c:13]2[CH3:14])[CH2:7]1>>[OH:1][C:2]1=[C:3]([C:18]([CH2:19][CH2:20][CH3:21])=[N:27][O:26][CH2:24][CH3:25])[C:4](=[O:17])[CH2:5][CH:6]([c:8]2[c:9]([CH3:16])[n:10][c:11]([CH3:15])[n:12][c:13]2[CH3:14])[CH2:7]1. The reactants are C(C)(C)N(C(C)C)CC (N,N-diisopropylethylamine), CS(=O)C (dimethyl sulfoxide), COC1=C(C=C(C=C1)C)S(=O)(=O)OC=1C=C(OCCCO)C=C(C1)C (3-[3-(2-methoxy-5-methylphenylsulfonyloxy)-5-methylphenoxy]propanol). The solvent is ClCCl (dichloromethane), ClCCl (dichloromethane). Reaction conditions: temperature 0 celsius, time 16 hour. Yields the product COC1=C(C=C(C=C1)C)S(=O)(=O)OC=1C=C(OCCC=O)C=C(C1)C (3-[3-(2-Methoxy-5-methylphenylsulfonyloxy)-5-methylphenoxy]propionaldehyde). Yield: 61.0%. As a reaction SMILES: [CH3:1][O:2][C:3]1[CH:8]=[CH:7][C:6]([CH3:9])=[CH:5][C:4]=1[S:10]([O:13][C:14]1[CH:15]=[C:16]([CH:22]=[C:23]([CH3:25])[CH:24]=1)[O:17][CH2:18][CH2:19][CH2:20][OH:21])(=[O:12])=[O:11].C(N(CC)C(C)C)(C)C.CS(C)=O>ClCCl>[CH3:1][O:2][C:3]1[CH:8]=[CH:7][C:6]([CH3:9])=[CH:5][C:4]=1[S:10]([O:13][C:14]1[CH:15]=[C:16]([CH:22]=[C:23]([CH3:25])[CH:24]=1)[O:17][CH2:18][CH2:19][CH:20]=[O:21])(=[O:12])=[O:11]. Procedure details: To a cooled (0° C.), stirred solution of 528 mg (1.44 mmol) of 3-[3-(2-methoxy-5-methylphenylsulfonyloxy)-5-methylphenoxy]propanol, as prepared in the preceding step, 527 μL (3.02 mmol) of N,N-diisopropylethylamine and 307 μL (4.32 mmol) of anhydrous dimethyl sulfoxide in 6.0 mL of anhydrous dichloromethane was added 459 mg (2.88 mmol) of sulfur trioxide pyridine complex. The mixture was warmed to ambient temperature over 30 min and stirred for 16 h. The mixture was poured into 15 mL of dichloro... The reactants are Cl (HCl), NC1=C(C=C(C(=O)OCC)C=C1)Br (ethyl 4-amino-3-brombenzoate), N(=O)[O-].[Na+] (NaNO2), C(#N)[Cu] (CuCN), [C-]#N.[Na+] (NaCN). Run in O (H2O), CCOC(=O)C (EtOAc). Reaction conditions: temperature 5 celsius, time 15 minute. As a reaction SMILES: Cl.N[C:3]1[CH:13]=[CH:12][C:6]([C:7]([O:9][CH2:10][CH3:11])=[O:8])=[CH:5][C:4]=1[Br:14].N([O-])=O.[Na+].[C:19]([Cu])#[N:20].[C-]#N.[Na+]>O.CCOC(C)=O>[Br:14][C:4]1[CH:5]=[C:6]([CH:12]=[CH:13][C:3]=1[C:19]#[N:20])[C:7]([O:9][CH2:10][CH3:11])=[O:8] |f:2.3,5.6|. Reported procedure: To a three necked 3 L round bottomed flask with a mechanical stirrer was added 3 M aqueous HCl (790 mL), followed by ethyl 4-amino-3-brombenzoate (195 g, 0.8 mol) and the mixture was stirred for 15 min. After cooling to 5° C., a solution of 4M aqueous NaNO2 (240 mL, 0.96 mol) was added over a period of 30–45 min. The resulting mixture was further stirred for 30 min. and an almost homogenous solution was obtained. The mixture was filtered through glass wool to remove the insoluble residue. The so... The product is BrC=1C=C(C(=O)OCC)C=CC1C#N (Ethyl 3-bromo-4-cyanobenzoate). The reactants are C(C)(C)(C)OC(NC1=C(C=CC=C1)NC(\C=C\C1=CN(C=C1)S(=O)(=O)C1=CC=C(C=C1)Br)=O)=O ((2{(E)-3-[1-(4-Bromo-benzenesulfonyl)-1H-pyrrol-3-yl]-allanoylamino}-phenyl)-carbamic acid tert-butyl ester), CN1N=CC(=C1)B1OC(C(O1)(C)C)(C)C (1-methyl-4-(4,4,5,5-tetramethyl-[1,3,2]dioxaborolan-2-yl)-1H-pyrazole), (Ph3P)3PdCl2, C(=O)([O-])[O-].[Na+].[Na+] (Na2CO3). The solvent is COCCOC (DME). The product is C(C)(C)(C)OC(NC1=C(C=CC=C1)NC(\C=C\C1=CN(C=C1)S(=O)(=O)C1=CC=C(C=C1)C=1C=NN(C1)C)=O)=O ([2-((E)-3-{1-[4-(1-Methyl-1H-pyrazol-4-yl)-benzenesulfonyl]-1H-pyrrol-3-yl}-allanoylamino)-phenyl]-carbamic acid tert-butyl ester). RXN SMILES: [C:1]([O:5][C:6](=[O:34])[NH:7][C:8]1[CH:13]=[CH:12][CH:11]=[CH:10][C:9]=1[NH:14][C:15](=[O:33])/[CH:16]=[CH:17]/[C:18]1[CH:22]=[CH:21][N:20]([S:23]([C:26]2[CH:31]=[CH:30][C:29](Br)=[CH:28][CH:27]=2)(=[O:25])=[O:24])[CH:19]=1)([CH3:4])([CH3:3])[CH3:2].[CH3:35][N:36]1[CH:40]=[C:39](B2OC(C)(C)C(C)(C)O2)[CH:38]=[N:37]1.C([O-])([O-])=O.[Na+].[Na+]>COCCOC>[C:1]([O:5][C:6](=[O:34])[NH:7][C:8]1[CH:13]=[CH:12][CH:11]=[CH:10][C:9]=1[NH:14][C:15](=[O:33])/[CH:16]=[CH:17]/[C:18]1[CH:22]=[CH:21][N:20]([S:23]([C:26]2[CH:31]=[CH:30][C:29]([C:39]3[CH:38]=[N:37][N:36]([CH3:35])[CH:40]=3)=[CH:28][CH:27]=2)(=[O:25])=[O:24])[CH:19]=1)([CH3:4])([CH3:3])[CH3:2] |f:2.3.4|. Reported procedure: (2{(E)-3-[1-(4-Bromo-benzenesulfonyl)-1H-pyrrol-3-yl]-allanoylamino}-phenyl)-carbamic acid tert-butyl ester (3.0 g) and 1-methyl-4-(4,4,5,5-tetramethyl-[1,3,2]dioxaborolan-2-yl)-1H-pyrazole (1.71 g) are dissolved in DME (93 mL), (Ph3P)3PdCl2 (580 mg) and 2M Na2CO3-solution (55 mL) are added and the resulting mixture is heated under reflux temperature under an inert gas atmosphere. The solution is filtered and evaporated. The residue is treated with water and dichloromethane. The organic phase is... Starting materials: CC=CCBr, C1CCOC1, CCCCCC, [H-], CCOC(=O)CC(=O)c1cccc([N+](=O)[O-])c1, [Na+]. Product: CC=CCC(C(=O)OCC)C(=O)c1cccc([N+](=O)[O-])c1. As a reaction SMILES: [CH2:20]([CH:21]=[CH:22][CH3:23])[Br:24].[CH2:31]1[O:32][CH2:33][CH2:34][CH2:35]1.[CH3:25][CH2:26][CH2:27][CH2:28][CH2:29][CH3:30].[H-:2].[N+:3](=[O:4])([O-:5])[c:6]1[cH:7][c:8]([C:12]([CH2:13][C:14](=[O:15])[O:16][CH2:17][CH3:18])=[O:19])[cH:9][cH:10][cH:11]1.[Na+:1]>>[N+:3](=[O:4])([O-:5])[c:6]1[cH:7][c:8]([C:12]([CH:13]([C:14](=[O:15])[O:16][CH2:17][CH3:18])[CH2:20][CH:21]=[CH:22][CH3:23])=[O:19])[cH:9][cH:10][cH:11]1.